Dataset: the Open Reaction Database (ORD), a public repository of structured organic reaction records. Task: describe an organic reaction: reactants, conditions, products, and yield Reactants: CC1(C)C(C=C2CCCC2)C1C(=O)O, O=S(Cl)Cl. Yields the product CC1(C)C(C=C2CCCC2)C1C(=O)O, [Cl-]. As a reaction SMILES: [CH3:1][C:2]1([CH3:14])[CH:3]([C:11](=[O:12])[OH:13])[CH:4]1[CH:5]=[C:6]1[CH2:7][CH2:8][CH2:9][CH2:10]1.[S:15]([Cl:16])([Cl:17])=[O:18]>>[CH3:1][C:2]1([CH3:14])[CH:3]([C:11](=[O:12])[OH:13])[CH:4]1[CH:5]=[C:6]1[CH2:7][CH2:8][CH2:9][CH2:10]1.[Cl-:17]. Reactants: C(C)(=O)N1C[C@H]([C@H](C1)OCC)NC1=NC(=C(N=C1CC)C1=C(C=C(C=C1)Cl)Cl)CC (N-[(cis)-1-acetyl-4-ethoxypyrrolidin-3-yl]-5-(2,4-dichlorophenyl)-3,6-diethylpyrazin-2-amine), N1(CCOCC1)C(=O)Cl (4-morpholinecarbonyl chloride). The product is ClC1=C(C=CC(=C1)Cl)C=1N=C(C(=NC1CC)N[C@@H]1CN(C[C@@H]1OCC)C(=O)N1CCOCC1)CC (5-(2,4-dichlorophenyl)-N-[(cis)-4-ethoxy-1-(morpholin-4-ylcarbonyl)pyrrolidin-3-yl]-3,6-diethylpyrazin-2-amine). RXN SMILES: [C:1]([N:4]1[CH2:8][C@H:7]([O:9][CH2:10][CH3:11])[C@H:6]([NH:12][C:13]2[C:18]([CH2:19][CH3:20])=[N:17][C:16]([C:21]3[CH:26]=[CH:25][C:24]([Cl:27])=[CH:23][C:22]=3[Cl:28])=[C:15]([CH2:29][CH3:30])[N:14]=2)[CH2:5]1)(=[O:3])C.[N:31]1(C(Cl)=O)[CH2:36][CH2:35][O:34][CH2:33][CH2:32]1>>[Cl:28][C:22]1[CH:23]=[C:24]([Cl:27])[CH:25]=[CH:26][C:21]=1[C:16]1[N:17]=[C:18]([CH2:19][CH3:20])[C:13]([NH:12][C@H:6]2[C@@H:7]([O:9][CH2:10][CH3:11])[CH2:8][N:4]([C:1]([N:31]3[CH2:36][CH2:35][O:34][CH2:33][CH2:32]3)=[O:3])[CH2:5]2)=[N:14][C:15]=1[CH2:29][CH3:30]. Procedure details: Following the procedure for the preparation of N-[(cis)-1-acetyl-4-ethoxypyrrolidin-3-yl]-5-(2,4-dichlorophenyl)-3,6-diethylpyrazin-2-amine but substituting 4-morpholinecarbonyl chloride and making non-critical variations provided the title compound as an oil: 1H NMR (400 MHz, CDCl3) δ) 7.50, 7.34, 7.28, 5.23, 4.69, 4.10, 3.90, 3.80-3.68, 3.58-3.28, 2.70, 2.49, 1.33-1.26, 1.16; IR (liq.) 2970 (s), 2934 (s), 2874 (s), 2353 (w), 1996 (w), 1956 (w), 1642 (s), 1567 (s), 1552 (s), 1500 (s), 1469 (s),...